This data is from the Open Reaction Database (ORD), a public repository of structured organic reaction records. The task is: describe an organic reaction: reactants, conditions, products, and yield Reactants: COC1=C(C=CC=C1)O (2-methoxyphenol), BrC(C)Cl (bromochloroethane), C([O-])([O-])=O.[K+].[K+] (potassium carbonate). Solvent: CC(CC)=O (2-butanone). Product: ClCCOC1=C(C=CC=C1)OC (1-(2-Chloroethoxy)-2-methoxybenzene). Isolated yield 34.9%. As a reaction SMILES: [CH3:1][O:2][C:3]1[CH:8]=[CH:7][CH:6]=[CH:5][C:4]=1[OH:9].Br[CH:11]([Cl:13])[CH3:12].C(=O)([O-])[O-].[K+].[K+]>CC(=O)CC>[Cl:13][CH2:11][CH2:12][O:9][C:4]1[CH:5]=[CH:6][CH:7]=[CH:8][C:3]=1[O:2][CH3:1] |f:2.3.4|. Reported procedure: To a solution of 2-methoxyphenol (14.4 g, 116 mmol) in 2-butanone (200 mL) was added bromochloroethane (69.0 g, 480 mmol) followed by the addition of potassium carbonate (40.0 g, 280 mmol). The reaction mixture was mechanically stirred and heated to reflux for 24 h, then cooled to room temperature. The solids were filtered off and the solvent was removed under vacuum. The residue was dissolved in diethyl ether and washed with 10% of NaOH, dried over anhydrous magnesium sulfate, filtered and conc... Reactants: ClC=1C=C(C=CC1Cl)C1(CCC1)C(NC(COC)=O)C=1N(C=CN1)C (N-{[1-(3,4-dichlorophenyl)cyclobutyl][1-methylimidazol-2-yl]methyl}-2-methoxyacetamide), Cl (Hydrogen chloride), Cl (hydrochloride), O (water), Ice water. The solvent is CCOCC (ether), O1CCCC1 (tetrahydrofuran). Run at time 2 day. The product is Cl (hydrochloride), ClC=1C=C(C=CC1Cl)C1(CCC1)C(NCCOC)C=1N(C=CN1)C (N-{[1-(3,4-dichlorophenyl)cyclobutyl][1-methylimidazol-2-yl]methyl}-2-methoxyethylamine). The yield is 41703.7%. Reaction SMILES: [Cl:1][C:2]1[CH:3]=[C:4]([C:9]2([CH:13]([C:20]3[N:21]([CH3:25])[CH:22]=[CH:23][N:24]=3)[NH:14][C:15](=O)[CH2:16][O:17][CH3:18])[CH2:12][CH2:11][CH2:10]2)[CH:5]=[CH:6][C:7]=1[Cl:8].Cl.O>O1CCCC1.CCOCC>[ClH:1].[Cl:1][C:2]1[CH:3]=[C:4]([C:9]2([CH:13]([C:20]3[N:21]([CH3:25])[CH:22]=[CH:23][N:24]=3)[NH:14][CH2:15][CH2:16][O:17][CH3:18])[CH2:12][CH2:11][CH2:10]2)[CH:5]=[CH:6][C:7]=1[Cl:8]. Procedure: Borane-methyl sulphide complex (5 ml) was added dropwise to a solution of the acetamide (3.3 g) prepared as above in tetrahydrofuran (100 ml) and the mixture stirred for 2 days. Ice-water was added cautiously and the resulting mixture basified. The basified mixture was extracted with ether and the extracts washed and dried. Removal of the ether gave a residue which was dissolved in ether. Hydrogen chloride gas was passed through the solution to give a hydrochloride of N-{[1-(3,4-dichlorophenyl)c... Starting materials: NC1=NC=C(N=C1)C1=C(C=C(C=C1)C=1C(=CC=CC1)C(=O)O)F (4′-(2-aminopyrazin-5-yl)-3′-fluoro-[1,1′-biphenyl]-2-carboxylic acid), ( s ), ( m ), ( s ), ( m ), ( s ), ( s ), ( s ), ( m ), N1C(CNCC1)=O (piperazin-2-one), ( s ), ( m ), ( m ), ( s ), ( s ), ( m ), ( m ). Product: NC=1N=CC(=NC1)C1=C(C=C(C=C1)C1=C(C=CC=C1)C(=O)N1CC(NCC1)=O)F (4-{[4′-(5-Aminopyrazin-2-yl)-3′-fluorobiphenyl-2-yl]carbonyl}piperazin-2-one). RXN SMILES: [NH2:1][C:2]1[CH:7]=[N:6][C:5]([C:8]2[CH:13]=[CH:12][C:11]([C:14]3[C:15]([C:20]([OH:22])=O)=[CH:16][CH:17]=[CH:18][CH:19]=3)=[CH:10][C:9]=2[F:23])=[CH:4][N:3]=1.[NH:24]1[CH2:29][CH2:28][NH:27][CH2:26][C:25]1=[O:30]>>[NH2:1][C:2]1[N:3]=[CH:4][C:5]([C:8]2[CH:13]=[CH:12][C:11]([C:14]3[CH:19]=[CH:18][CH:17]=[CH:16][C:15]=3[C:20]([N:27]3[CH2:28][CH2:29][NH:24][C:25](=[O:30])[CH2:26]3)=[O:22])=[CH:10][C:9]=2[F:23])=[N:6][CH:7]=1. Procedure details: The title compound was prepared using methods analogous to those described in Step C of Example 504 using 4′-(2-aminopyrazin-5-yl)-3′-fluoro-[1,1′-biphenyl]-2-carboxylic acid and piperazin-2-one. MS (ESI): mass calcd. for C21H18FN5O2, 391.14; m/z found, 392.1 [M+H]+. 1H NMR (400 MHz, CDCl3) Complex due to the presence of multiple conformations on the NMR time-scale, peaks listed for identification purposes only: δ 8.58-8.55 (m), 8.50-8.40 (m), 8.10 (d, J=1.5), 8.04-7.98 (m), 7.56-7.41 (m), 7.37-... Reactants: C1CCOC1, CCOC(=O)C(C)COc1ccc(Cl)cc1C1CC(=O)NC(c2cc(F)ccc2F)C12C(=O)Nc1cc(Cl)ccc12, [Na+], [OH-], O. Yields the product CC(COc1ccc(Cl)cc1C1CC(=O)NC(c2cc(F)ccc2F)C12C(=O)Nc1cc(Cl)ccc12)C(=O)O. RXN SMILES: [CH2:45]1[O:46][CH2:47][CH2:48][CH2:49]1.[Cl:1][c:2]1[cH:3][cH:4][c:5]2[c:9]([cH:10]1)[NH:8][C:7](=[O:11])[C:6]21[CH:12]([c:34]2[c:35]([F:41])[cH:36][cH:37][c:38]([F:40])[cH:39]2)[NH:13][C:14](=[O:33])[CH2:15][CH:16]1[c:17]1[c:18]([O:24][CH2:25][CH:26]([CH3:27])[C:28](=[O:29])[O:30][CH2:31][CH3:32])[cH:19][cH:20][c:21]([Cl:23])[cH:22]1.[Na+:43].[OH-:42].[OH2:44]>>[Cl:1][c:2]1[cH:3][cH:4][c:5]2[c:9]([cH:10]1)[NH:8][C:7](=[O:11])[C:6]21[CH:12]([c:34]2[c:35]([F:41])[cH:36][cH:37][c:38]([F:40])[cH:39]2)[NH:13][C:14](=[O:33])[CH2:15][CH:16]1[c:17]1[c:18]([O:24][CH2:25][CH:26]([CH3:27])[C:28](=[O:29])[OH:30])[cH:19][cH:20][c:21]([Cl:23])[cH:22]1. The reactants are C1CCOC1, Cc1ccc(NN)c2c1CC(C)O2, CCN(C(C)C)C(C)C, COC(=O)Cl, O. Product: COC(=O)NNc1ccc(C)c2c1OC(C)C2. As a reaction SMILES: [CH2:14]1[O:15][CH2:16][CH2:17][CH2:18]1.[CH3:1][CH:2]1[O:3][c:4]2[c:5]([c:7]([CH3:13])[cH:8][cH:9][c:10]2[NH:11][NH2:12])[CH2:6]1.[CH:19]([N:20]([CH2:21][CH3:22])[CH:23]([CH3:24])[CH3:25])([CH3:26])[CH3:27].[Cl:28][C:29](=[O:30])[O:31][CH3:32].[OH2:33]>>[CH3:1][CH:2]1[O:3][c:4]2[c:5]([c:7]([CH3:13])[cH:8][cH:9][c:10]2[NH:11][NH:12][C:29](=[O:30])[O:31][CH3:32])[CH2:6]1.